The task is: describe an organic reaction: reactants, conditions, products, and yield. This data is from the Open Reaction Database (ORD), a public repository of structured organic reaction records. Reactants: C1(CC1)COC1=CC2=C(N=C(O2)C2=CC=C(C=N2)C#C[C@H](C)NC(C)=O)C=C1 (N-[(1S)-3-{6-[6-(cyclopropylmethoxy)-1,3-benzoxazol-2-yl]pyridin-3-yl}-1-methylprop-2-yn-1-yl]acetamide), CO (methanol). Reagents/catalysts: [Pd] (palladium/carbon). Run in C1CCOC1 (THF). Conditions: temperature 50 celsius, time 4 hour. Product: C1(CC1)COC1=CC2=C(N=C(O2)C2=CC=C(C=N2)CC[C@H](C)NC(C)=O)C=C1 (N-[(1S)-3-{6-[6-(cyclopropylmethoxy)-1,3-benzoxazol-2-yl]pyridin-3-yl}-1-methylpropyl]acetamide). The yield is 37.4%. RXN SMILES: [CH:1]1([CH2:4][O:5][C:6]2[CH:28]=[CH:27][C:9]3[N:10]=[C:11]([C:13]4[N:18]=[CH:17][C:16]([C:19]#[C:20][C@@H:21]([NH:23][C:24](=[O:26])[CH3:25])[CH3:22])=[CH:15][CH:14]=4)[O:12][C:8]=3[CH:7]=2)[CH2:3][CH2:2]1.CO>[Pd].C1COCC1>[CH:1]1([CH2:4][O:5][C:6]2[CH:28]=[CH:27][C:9]3[N:10]=[C:11]([C:13]4[N:18]=[CH:17][C:16]([CH2:19][CH2:20][C@@H:21]([NH:23][C:24](=[O:26])[CH3:25])[CH3:22])=[CH:15][CH:14]=4)[O:12][C:8]=3[CH:7]=2)[CH2:3][CH2:2]1. Reported procedure: Under a hydrogen atmosphere, a mixture of N-[(1S)-3-{6-[6-(cyclopropylmethoxy)-1,3-benzoxazol-2-yl]pyridin-3-yl}-1-methylprop-2-yn-1-yl]acetamide (98.0 mg), 10% palladium/carbon (containing water (50%), 19.6 mg), methanol (5 mL) and THF (1 mL) was stirred at 50° C. for 4 hr. The catalyst was removed by filtration, and the obtained filtrate was concentrated under reduced pressure. The residue was purified by silica gel column chromatography (hexane/ethyl acetate/methanol) to give the title compou... Reactants: NC1=CC=C2C=CC=NC2=C1 (7-aminoquinoline), BrC1=CC=C(C(=O)O)C=C1 (4-bromobenzoic acid). Product: BrC1=CC=C(C(=O)NC2=CC=C3C=CC=NC3=C2)C=C1 (4-Bromo-N-quinolin-7-yl-benzamide). As a reaction SMILES: [NH2:1][C:2]1[CH:11]=[C:10]2[C:5]([CH:6]=[CH:7][CH:8]=[N:9]2)=[CH:4][CH:3]=1.[Br:12][C:13]1[CH:21]=[CH:20][C:16]([C:17](O)=[O:18])=[CH:15][CH:14]=1>>[Br:12][C:13]1[CH:21]=[CH:20][C:16]([C:17]([NH:1][C:2]2[CH:11]=[C:10]3[C:5]([CH:6]=[CH:7][CH:8]=[N:9]3)=[CH:4][CH:3]=2)=[O:18])=[CH:15][CH:14]=1. Reported procedure: Using the procedure outlined in Example 56, the title compound was prepared from 7-aminoquinoline (D55) (720 mg, 5 mmol) and 4-bromobenzoic acid (1.51 g, 7.5 mmol) as a white solid. 1H NMR (400 MHz, CDCl3) δ (ppm): 8.91 (dd, 1H), 8.18 (d, 1H), 8.14 (dd, 1H), 8.06, (m, 2H), 7.85 (d, 1H), 7.81 (d, 2H), 7.67 (d, 2H), 7.37 (dd, 1H). Reaction SMILES: [F:1][CH:2]([F:33])[N:3]1[C:11]2[C:6](=[CH:7][C:8]([NH:12][C:13]([O:15][CH:16]3[CH2:20][CH2:19][CH2:18][CH2:17]3)=[O:14])=[CH:9][CH:10]=2)[C:5]([CH2:21][C:22]2[CH:30]=[CH:29][C:25]([C:26]([OH:28])=O)=[CH:24][C:23]=2[O:31][CH3:32])=[CH:4]1.Cl.C(N=C=N)C.[C:40]1([CH3:50])[CH:45]=[CH:44][CH:43]=[CH:42][C:41]=1[S:46]([NH2:49])(=[O:48])=[O:47].CO.C(Cl)Cl>CN(C)C1C=CN=CC=1.C(Cl)Cl>[F:33][CH:2]([F:1])[N:3]1[C:11]2[C:6](=[CH:7][C:8]([NH:12][C:13]([O:15][CH:16]3[CH2:17][CH2:18][CH2:19][CH2:20]3)=[O:14])=[CH:9][CH:10]=2)[C:5]([CH2:21][C:22]2[CH:30]=[CH:29][C:25]([C:26]([NH:49][S:46]([C:41]3[CH:42]=[CH:43][CH:44]=[CH:45][C:40]=3[CH3:50])(=[O:47])=[O:48])=[O:28])=[CH:24][C:23]=2[O:31][CH3:32])=[CH:4]1 |f:1.2,4.5|. Procedure details: To a solution of 4-[1-difluoromethyl-5-(cyclopentyloxycarbonyl)amino-1H-indol-3-ylmethyl]-3-methoxy-benzoic acid (1.10 grams, 2.37 mmol), 4-dimethylaminopyridine (0.44 grams, 3.63 mmol) and 1-[3-dimethylamino)propyl]-3-ethylcarbodiimide hydrochloride (1,2-dichloroethane) (0.70 grams, 3.64 mmol) in methylene chloride (100 mL) was added o-tolylsulfonamide (0.41 grams, 2.42 mmol). The resulting solution was stirred for 16 hours at room temperature. The solution was diluted with methylene chloride a... The product is FC(N1C=C(C2=CC(=CC=C12)NC(=O)OC1CCCC1)CC1=C(C=C(C(=O)NS(=O)(=O)C2=C(C=CC=C2)C)C=C1)OC)F (4-[1-difluoromethyl-5-(cyclopentyloxycarbonyl)amino-1H-indol-3-ylmethyl]-3-methoxy-N-o-tolylsulfonylbenzamide). Conditions: time 16 hour. Reagents/catalysts: CN(C1=CC=NC=C1)C (4-dimethylaminopyridine). The reactants are CO.C(Cl)Cl (methanol methylene chloride), FC(N1C=C(C2=CC(=CC=C12)NC(=O)OC1CCCC1)CC1=C(C=C(C(=O)O)C=C1)OC)F (4-[1-difluoromethyl-5-(cyclopentyloxycarbonyl)amino-1H-indol-3-ylmethyl]-3-methoxy-benzoic acid), Cl.C(C)N=C=N (3-ethylcarbodiimide hydrochloride), C1(=C(C=CC=C1)S(=O)(=O)N)C (o-tolylsulfonamide). Yield: 75.9%. The solvent is C(Cl)Cl (methylene chloride), C(Cl)Cl (methylene chloride). Starting materials: Cl.C(C)(C)(C)C1=CC=C(C=C1)C(CCCN1CCC(CC1)C(C1=CC=CC=C1)(C1=CC=CC=C1)O)O (α-(p-tert-butylphenyl)-4-(α-hydroxy-α-phenylbenzyl)-1-piperidinebutanol hydrochloride), Cl (HCl). The solvent is CC(CC)=O (butanone). The product is Cl.C(C)(C)(C)C1=CC=C(C=C1)C=CCCN1CCC(CC1)=C(C1=CC=CC=C1)C1=CC=CC=C1 (1-[4-(p-tert-Butylphenyl)-3-butenyl]-4-(diphenylmethylene)-piperidine hydrochloride). Reaction SMILES: [ClH:1].[C:2]([C:6]1[CH:11]=[CH:10][C:9]([CH:12](O)[CH2:13][CH2:14][CH2:15][N:16]2[CH2:21][CH2:20][CH:19]([C:22](O)([C:29]3[CH:34]=[CH:33][CH:32]=[CH:31][CH:30]=3)[C:23]3[CH:28]=[CH:27][CH:26]=[CH:25][CH:24]=3)[CH2:18][CH2:17]2)=[CH:8][CH:7]=1)([CH3:5])([CH3:4])[CH3:3].Cl>CC(=O)CC>[ClH:1].[C:2]([C:6]1[CH:11]=[CH:10][C:9]([CH:12]=[CH:13][CH2:14][CH2:15][N:16]2[CH2:17][CH2:18][C:19](=[C:22]([C:29]3[CH:34]=[CH:33][CH:32]=[CH:31][CH:30]=3)[C:23]3[CH:24]=[CH:25][CH:26]=[CH:27][CH:28]=3)[CH2:20][CH2:21]2)=[CH:8][CH:7]=1)([CH3:5])([CH3:3])[CH3:4] |f:0.1,4.5|. Reported procedure: A mixture of 63.4 g (0.134 mole) of α-(p-tert-butylphenyl)-4-(α-hydroxy-α-phenylbenzyl)-1-piperidinebutanol hydrochloride, 400 ml of 37% HCl, and 250 ml of butanone was refluxed under a nitrogen atmosphene for 17 hours. The solvent and excess acid were removed under vacuum. The mixture was extracted into toluene, and a precipitate formed upon addition of ether. After cooling, the precipitate was collected by filtration, washed with ether and recrystallized from ethyl acetate to give the desired ... The reactants are C(C1=CC=CC=C1)NCC(C)C1=CC=C(OC2=NC=C(C(=O)N)C=C2)C=C1 (6-[4-(2-benzylamino-1-methyl-ethyl)-phenoxy]-nicotinamide), BrCCCCC (1-bromopentane). Product: C(C1=CC=CC=C1)N(CC(C)C1=CC=C(OC2=NC=C(C(=O)N)C=C2)C=C1)CCCCC (6-{4-[2-(Benzyl-pentyl-amino)-1-methyl-ethyl]-phenoxy}-nicotinamide). As a reaction SMILES: [CH2:1]([NH:8][CH2:9][CH:10]([C:12]1[CH:27]=[CH:26][C:15]([O:16][C:17]2[CH:25]=[CH:24][C:20]([C:21]([NH2:23])=[O:22])=[CH:19][N:18]=2)=[CH:14][CH:13]=1)[CH3:11])[C:2]1[CH:7]=[CH:6][CH:5]=[CH:4][CH:3]=1.Br[CH2:29][CH2:30][CH2:31][CH2:32][CH3:33]>>[CH2:1]([N:8]([CH2:29][CH2:30][CH2:31][CH2:32][CH3:33])[CH2:9][CH:10]([C:12]1[CH:27]=[CH:26][C:15]([O:16][C:17]2[CH:25]=[CH:24][C:20]([C:21]([NH2:23])=[O:22])=[CH:19][N:18]=2)=[CH:14][CH:13]=1)[CH3:11])[C:2]1[CH:3]=[CH:4][CH:5]=[CH:6][CH:7]=1. Reported procedure: Using a method similar to example 3, using 6-[4-(2-benzylamino-1-methyl-ethyl)-phenoxy]-nicotinamide (example 190 step 2), and 1-bromopentane gives the title product: HPLC (30/70 to 90/10 ACN/(0.1% TFA in water) Zorbax SB-Phenyl Column 4.6 mm×15 cm×5 micron: Retention time: 8.52 minutes, Purity: 97.4%; mass spectrum (ion spray): m/z=432.3 (M+1). Starting materials: FC(C(=O)NC1=NNC(=C1)C)(F)F (2,2,2-Trifluoro-N-(5-methyl-1H-pyrazol-3-yl)-acetamide), C1CC(=O)N(C1=O)Cl (NCS). Run in CC#N (CH3CN). Yields the product ClC=1C(=NNC1C)NC(C(F)(F)F)=O (N-(4-Chloro-5-methyl-1H-pyrazol-3-yl)-2,2,2-trifluoro-acetamide). As a reaction SMILES: [F:1][C:2]([F:13])([F:12])[C:3]([NH:5][C:6]1[CH:10]=[C:9]([CH3:11])[NH:8][N:7]=1)=[O:4].C1C(=O)N([Cl:21])C(=O)C1>CC#N>[Cl:21][C:10]1[C:6]([NH:5][C:3](=[O:4])[C:2]([F:1])([F:12])[F:13])=[N:7][NH:8][C:9]=1[CH3:11]. Reported procedure: Following protocol L, 2,2,2-Trifluoro-N-(5-methyl-1H-pyrazol-3-yl)-acetamide was treated with NCS in CH3CN to yield the title compound. Starting materials: CCc1c(C(=O)O)ccc(OC)c1C, CN(C)C=O, NNC(=O)C(O)c1cc(F)cc(F)c1, O, Oc1cccc2[nH]nnc12. The product is CCc1c(C(=O)NNC(=O)C(O)c2cc(F)cc(F)c2)ccc(OC)c1C. RXN SMILES: [CH2:15]([CH3:16])[c:17]1[c:18]([C:19](=[O:20])[OH:21])[cH:22][cH:23][c:24]([O:27][CH3:28])[c:25]1[CH3:26].[CH3:39][N:40]([CH3:41])[CH:42]=[O:43].[F:1][c:2]1[cH:3][c:4]([CH:9]([C:10](=[O:11])[NH:12][NH2:13])[OH:14])[cH:5][c:6]([F:8])[cH:7]1.[OH2:44].[OH:29][c:30]1[c:31]2[n:32][n:33][nH:34][c:35]2[cH:36][cH:37][cH:38]1>>[F:1][c:2]1[cH:3][c:4]([CH:9]([C:10](=[O:11])[NH:12][NH:13][C:19]([c:18]2[c:17]([CH2:15][CH3:16])[c:25]([CH3:26])[c:24]([O:27][CH3:28])[cH:23][cH:22]2)=[O:20])[OH:14])[cH:5][c:6]([F:8])[cH:7]1.